Dataset: the Open Reaction Database (ORD), a public repository of structured organic reaction records. Task: describe an organic reaction: reactants, conditions, products, and yield The product is C(C)(=O)NC1=CC(=NN1C(C1=CC(=CC=C1)[N+](=O)[O-])=NOS(=O)(=O)C1=CC=C(C)C=C1)C (5-acetamido-3-methyl-1-(O-tosyl-3-nitrobenzohydroximoyl)-pyrazole). Reported procedure: 2 g (4.8 mmol) of 5-amino-3-methyl-1-(O-tosyl-3-nitrobenzohydroximoyl)-pyrazole are heated for 5 minutes under reflux in 5 ml of acetanhydride. This is then cooled down and hydrolysed with water. The solid mass which forms after a little while is separated off, washed with water, dried in the air and recrystallised from acetonitrile. 1.9 g (86%) of 5-acetamido-3-methyl-1-(O-tosyl-3-nitrobenzohydroximoyl)-pyrazole with a m. pt. of 208°-212° C. (decomp.) are obtained. Reaction SMILES: [NH2:1][C:2]1[N:6]([C:7](=[N:17][O:18][S:19]([C:22]2[CH:28]=[CH:27][C:25]([CH3:26])=[CH:24][CH:23]=2)(=[O:21])=[O:20])[C:8]2[CH:13]=[CH:12][CH:11]=[C:10]([N+:14]([O-:16])=[O:15])[CH:9]=2)[N:5]=[C:4]([CH3:29])[CH:3]=1.O.[CH3:31][C:32](OC(C)=O)=[O:33]>>[C:32]([NH:1][C:2]1[N:6]([C:7](=[N:17][O:18][S:19]([C:22]2[CH:23]=[CH:24][C:25]([CH3:26])=[CH:27][CH:28]=2)(=[O:21])=[O:20])[C:8]2[CH:13]=[CH:12][CH:11]=[C:10]([N+:14]([O-:16])=[O:15])[CH:9]=2)[N:5]=[C:4]([CH3:29])[CH:3]=1)(=[O:33])[CH3:31]. The yield is 86.0%. Reactants: NC1=CC(=NN1C(C1=CC(=CC=C1)[N+](=O)[O-])=NOS(=O)(=O)C1=CC=C(C)C=C1)C (5-amino-3-methyl-1-(O-tosyl-3-nitrobenzohydroximoyl)-pyrazole), O (water), CC(=O)OC(=O)C (acetanhydride). Reactants: BrCCCCCCC1=C2C(C(=O)NC2=O)=CC=C1 (6-Bromohexylphthalimide), CN1CCNCC1 (N-methylpiperazine). The solvent is C(C)OCC (ethyl ether). Product: CN1C(CNCC1)CCCCCCC1=C2C(C(=O)NC2=O)=CC=C1 (6-(N-methylpiperazinyl)hexylphthalimide). RXN SMILES: Br[CH2:2][CH2:3][CH2:4][CH2:5][CH2:6][CH2:7][C:8]1[CH:18]=[CH:17][CH:16]=[C:10]2[C:11]([NH:13][C:14](=[O:15])[C:9]=12)=[O:12].[CH3:19][N:20]1[CH2:25][CH2:24][NH:23][CH2:22][CH2:21]1>C(OCC)C>[CH3:19][N:20]1[CH2:25][CH2:24][NH:23][CH2:22][CH:21]1[CH2:2][CH2:3][CH2:4][CH2:5][CH2:6][CH2:7][C:8]1[CH:18]=[CH:17][CH:16]=[C:10]2[C:11]([NH:13][C:14](=[O:15])[C:9]=12)=[O:12]. Reported procedure: 6-Bromohexylphthalimide (460 mg; 2.0 mmoles) and N-methylpiperazine (0.44 ml; 4.0 mmoles) were dissolved in anhydrous ethyl ether (5 ml). Reaction times and process as per Example 1.